describe an organic reaction: reactants, conditions, products, and yield From a dataset of the Open Reaction Database (ORD), a public repository of structured organic reaction records. Reactants: ClCN1C(CCC(C1)(C1=CC=CC=C1)C1=CC=CC=C1)=O (1-Chloromethyl-5,5-diphenyl-2-piperidinone), N (ammonia), C1(=CC=CC=C1)C (toluene), C(\C=C/C(=O)O)(=O)O (maleic acid). The solvent is CCOCC (Ether), C1CCOC1 (THF), C(C)O (ethanol), C(C)O (ethanol). Product: C(\C=C/C(=O)O)(=O)O.NCN1C(CCC(C1)(C1=CC=CC=C1)C1=CC=CC=C1)=O (1-(aminomethyl)-5,5-diphenyl-2-piperidinone maleate), maleate salt. RXN SMILES: Cl[CH2:2][N:3]1[CH2:8][C:7]([C:15]2[CH:20]=[CH:19][CH:18]=[CH:17][CH:16]=2)([C:9]2[CH:14]=[CH:13][CH:12]=[CH:11][CH:10]=2)[CH2:6][CH2:5][C:4]1=[O:21].[NH3:22].C1(C)C=CC=CC=1.[C:30]([OH:37])(=[O:36])/[CH:31]=[CH:32]\[C:33]([OH:35])=[O:34]>C(O)C.CCOCC.C1COCC1>[C:30]([OH:37])(=[O:36])/[CH:31]=[CH:32]\[C:33]([OH:35])=[O:34].[NH2:22][CH2:2][N:3]1[CH2:8][C:7]([C:15]2[CH:20]=[CH:19][CH:18]=[CH:17][CH:16]=2)([C:9]2[CH:14]=[CH:13][CH:12]=[CH:11][CH:10]=2)[CH2:6][CH2:5][C:4]1=[O:21] |f:7.8|. Procedure details: 1-Chloromethyl-5,5-diphenyl-2-piperidinone (16g) was added portionwise over 15 min. to a mixture of ammonia (100 ml), toluene (100 ml) and THF (100 ml) at -40° C. with stirring and the mixture was allowed to warm to room temperature over 3 days. The reaction mixture was partitioned between water and chloroform and the combined organic solvents were washed with water and brine. Concentration of the solvents to dryness gave 15 g of crude product which was dissolved in absolute ethanol (150 ml) and... Reactants: ClC=1C=CC(=C(C=O)C1)OCC(=O)N1[C@@H](CN([C@H](C1)C)CC1=CC=C(C=C1)F)C (5-chloro-2-{2-[4-(4-fluoro-benzyl)-(2R,5S)-2,5-dimethyl-piperazin-1-yl]-2-oxo-ethoxy}-benzaldehyde), C([O-])([O-])=O.[K+].[K+] (potassium carbonate), triethyl phosphonoacetate, C(C)(=O)OCC (ethyl acetate). The solvent is C(C)O (ethanol). Conditions: temperature 0 celsius, time 2 hour. Product: C(C)OC(C=CC1=C(C=CC(=C1)Cl)OCC(=O)N1[C@@H](CN([C@H](C1)C)CC1=CC=C(C=C1)F)C)=O (3-(5-Chloro-2-{2-[4-(4-fluoro-benzyl)-(2R,5S)-2,5-dimethyl-piperazin-1-yl]-2-oxo-ethoxy}-phenyl)-acrylic acid ethyl ester). As a reaction SMILES: [Cl:1][C:2]1[CH:3]=[CH:4][C:5]([O:10][CH2:11][C:12]([N:14]2[CH2:19][C@H:18]([CH3:20])[N:17]([CH2:21][C:22]3[CH:27]=[CH:26][C:25]([F:28])=[CH:24][CH:23]=3)[CH2:16][C@H:15]2[CH3:29])=[O:13])=[C:6]([CH:9]=1)[CH:7]=O.C(=O)([O-])[O-].[K+].[K+].[C:36]([O:39][CH2:40][CH3:41])(=[O:38])[CH3:37]>C(O)C>[CH2:40]([O:39][C:36](=[O:38])[CH:37]=[CH:7][C:6]1[CH:9]=[C:2]([Cl:1])[CH:3]=[CH:4][C:5]=1[O:10][CH2:11][C:12]([N:14]1[CH2:19][C@H:18]([CH3:20])[N:17]([CH2:21][C:22]2[CH:23]=[CH:24][C:25]([F:28])=[CH:26][CH:27]=2)[CH2:16][C@H:15]1[CH3:29])=[O:13])[CH3:41] |f:1.2.3|. Procedure: To a solution of 5-chloro-2-{2-[4-(4-fluoro-benzyl)-(2R,5S)-2,5-dimethyl-piperazin-1-yl]-2-oxo-ethoxy}-benzaldehyde (0.50 g, 1.19 mmol) in ethanol (10 mL) at 0° C. was added potassium carbonate (0.4 mL, 2.4 mmol, 6 M solution in water) and triethyl phosphonoacetate (0.47 mL, 2.4 mmol). The reaction was stirred at 0° C. for 2 hours, then at ambient temperature 12 hours. The reaction was diluted with ethyl acetate and filtered through a pad of celite. The filtrate was then washed with saturated aq... Starting materials: [H][H] (hydrogen), [N+](=O)([O-])C1=CC=C(C2=CC=CC=C12)OC1=CC(=NC=C1)N (4-(4-nitronaphthalen-1-yloxy)pyridin-2-amine), C(Cl)Cl (DCM), C(C)(=O)O (acetic acid). Reagents/catalysts: [Pt] (Pt/C). The solvent is CO (methanol). Yields the product NC1=CC=C(C2=CC=CC=C12)OC1=CC(=NC=C1)N (4-(4-aminonaphthalen-1-yloxy)pyridin-2-amine), Intermediate E. The yield is 85.0%. RXN SMILES: [N+:1]([C:4]1[C:13]2[C:8](=[CH:9][CH:10]=[CH:11][CH:12]=2)[C:7]([O:14][C:15]2[CH:20]=[CH:19][N:18]=[C:17]([NH2:21])[CH:16]=2)=[CH:6][CH:5]=1)([O-])=O.C(Cl)Cl.C(O)(=O)C.[H][H]>CO.[Pt]>[NH2:1][C:4]1[C:13]2[C:8](=[CH:9][CH:10]=[CH:11][CH:12]=2)[C:7]([O:14][C:15]2[CH:20]=[CH:19][N:18]=[C:17]([NH2:21])[CH:16]=2)=[CH:6][CH:5]=1. Procedure details: A solution of 4-(4-nitronaphthalen-1-yloxy)pyridin-2-amine (2.00 g, 7.11 mmol) in a mixture of methanol (70 mL), DCM (70 mL) and acetic acid (5 mL) was subjected to hydrogenation by passage through a Thales H-cube (1.0 mL min−1, RT, 55 mm 10% Pt/C Cat-Cart, full hydrogen mode) and was then evaporated in vacuo. The residue was taken up into DCM (100 mL), and was washed with sat. NaHCO3 (100 mL) and brine (100 mL) and then dried (MgSO4) and evaporated in vacuo. The crude product was purified by fl... The reactants are CI, [K+], [K+], O=C([O-])[O-], CN(C)C=O, O, O=c1ccn(-c2cccc(C(F)(F)F)c2)nc1-c1c[nH]nc1-c1ccccc1. Product: Cn1ncc(-c2nn(-c3cccc(C(F)(F)F)c3)ccc2=O)c1-c1ccccc1. Reaction SMILES: [I:29][CH3:30].[K+:31].[K+:32].[O-:33][C:34]([O-:35])=[O:36].[O:38]=[CH:39][N:40]([CH3:41])[CH3:42].[OH2:37].[c:1]1(-[c:7]2[n:8][nH:9][cH:10][c:11]2-[c:12]2[n:13][n:14](-[c:19]3[cH:20][c:21]([C:25]([F:26])([F:27])[F:28])[cH:22][cH:23][cH:24]3)[cH:15][cH:16][c:17]2=[O:18])[cH:2][cH:3][cH:4][cH:5][cH:6]1>>[c:1]1(-[c:7]2[n:8]([CH3:34])[n:9][cH:10][c:11]2-[c:12]2[n:13][n:14](-[c:19]3[cH:20][c:21]([C:25]([F:26])([F:27])[F:28])[cH:22][cH:23][cH:24]3)[cH:15][cH:16][c:17]2=[O:18])[cH:2][cH:3][cH:4][cH:5][cH:6]1. Starting materials: ClC1=CC=C(N=N1)C(=O)N1CCN(CC1)C1=NC=C(C=C1C)C ((6-chloropyridazin-3-yl)[4-(3,5-dimethylpyridin-2-yl)piperazin-1-yl]methanone), S1(NCCC1)(=O)=O (isothiazolidine 1,1-dioxide). Yields the product CC=1C(=NC=C(C1)C)N1CCN(CC1)C(=O)C=1N=NC(=CC1)N1S(CCC1)(=O)=O ([4-(3,5-dimethylpyridin-2-yl)piperazin-1-yl][6-(1,1-dioxo-1λ6-isothiazolidin-2-yl)pyridazin-3-yl]methanone). The yield is 37.2%. RXN SMILES: Cl[C:2]1[N:7]=[N:6][C:5]([C:8]([N:10]2[CH2:15][CH2:14][N:13]([C:16]3[C:21]([CH3:22])=[CH:20][C:19]([CH3:23])=[CH:18][N:17]=3)[CH2:12][CH2:11]2)=[O:9])=[CH:4][CH:3]=1.[S:24]1(=[O:30])(=[O:29])[CH2:28][CH2:27][CH2:26][NH:25]1>>[CH3:22][C:21]1[C:16]([N:13]2[CH2:14][CH2:15][N:10]([C:8]([C:5]3[N:6]=[N:7][C:2]([N:25]4[CH2:26][CH2:27][CH2:28][S:24]4(=[O:30])=[O:29])=[CH:3][CH:4]=3)=[O:9])[CH2:11][CH2:12]2)=[N:17][CH:18]=[C:19]([CH3:23])[CH:20]=1. Procedure details: Using (6-chloropyridazin-3-yl)[4-(3,5-dimethylpyridin-2-yl)piperazin-1-yl]methanone (150 mg) described in Preparation Example 230 and isothiazolidine 1,1-dioxide (66 mg) and by the reaction and treatment in the same manner as in Example 1, the title compound (70 mg) was obtained. Reactants: C1CCNCC1, C#C[Si](C)(C)C, [Cl-], O=C(Nc1ccccc1)c1cn2cc(I)ccc2n1, [NH4+]. The product is C#Cc1ccc2nc(C(=O)Nc3ccccc3)cn2c1. Reaction SMILES: [CH2:26]1[CH2:27][CH2:28][NH:29][CH2:30][CH2:31]1.[CH3:20][Si:21]([CH3:22])([CH3:23])[C:24]#[CH:25].[Cl-:32].[I:1][c:2]1[cH:3][cH:4][c:5]2[n:6]([cH:7]1)[cH:8][c:9]([C:11](=[O:12])[NH:13][c:14]1[cH:15][cH:16][cH:17][cH:18][cH:19]1)[n:10]2.[NH4+:33]>>[c:2]1([C:24]#[CH:25])[cH:3][cH:4][c:5]2[n:6]([cH:7]1)[cH:8][c:9]([C:11](=[O:12])[NH:13][c:14]1[cH:15][cH:16][cH:17][cH:18][cH:19]1)[n:10]2. Reactants: CC1=NC=2CCC(CC2C=C1[N+](=O)[O-])NCCC1=CC=CC=C1 (methyl-3-nitro-N-(2-phenylethyl)-5,6,7,8-tetrahydroquinolin-6-amine), CCO (EtOH), [H][H] (hydrogen). The reagents and catalysts are [Pd] (Pd/C). Conditions: time 2 hour. The product is CN(C1CC=2C=C(C=NC2CC1)N)CCC1=CC=CC=C1 (N6-methyl-N6-(2-phenylethyl)-5,6,7,8-tetrahydroquinoline-3,6-diamine). Reaction SMILES: C[C:2]1[C:11]([N+:12]([O-])=O)=[CH:10][C:9]2[CH2:8][CH:7]([NH:15][CH2:16][CH2:17][C:18]3[CH:23]=[CH:22][CH:21]=[CH:20][CH:19]=3)[CH2:6][CH2:5][C:4]=2[N:3]=1.[H][H].[CH3:26]CO>[Pd]>[CH3:26][N:15]([CH2:16][CH2:17][C:18]1[CH:19]=[CH:20][CH:21]=[CH:22][CH:23]=1)[CH:7]1[CH2:6][CH2:5][C:4]2[N:3]=[CH:2][C:11]([NH2:12])=[CH:10][C:9]=2[CH2:8]1. Procedure details: A 100 mL flask, equipped with a magnetic stirbar, was charged with methyl-3-nitro-N-(2-phenylethyl)-5,6,7,8-tetrahydroquinolin-6-amine (0.71 g, 2.28 mmol), Pd/C (10% w/w, 0.15 g, 0.14 mmol), and EtOH (10 mL). The flask was capped with a balloon filled with hydrogen and the mixture was stirred at ambient temperature for 2 hours. The mixture was filtered over Celite (5 g) to remove the catalyst. The filtrate was concentrated to afford the title compound. The material was used in the next step with... The reactants are COC(=O)C(C)Br, Cc1c(Cc2ccc(Cl)cc2Cl)c(=O)[nH]c2c(F)ccc(O)c12. The product is COC(=O)C(C)Oc1ccc(F)c2[nH]c(=O)c(Cc3ccc(Cl)cc3Cl)c(C)c12. RXN SMILES: [CH3:24][O:25][C:26]([CH:27]([CH3:28])[Br:29])=[O:30].[Cl:1][c:2]1[c:3]([CH2:4][c:5]2[c:6](=[O:18])[nH:7][c:8]3[c:9]([F:17])[cH:10][cH:11][c:12]([OH:16])[c:13]3[c:14]2[CH3:15])[cH:19][cH:20][c:21]([Cl:23])[cH:22]1>>[Cl:1][c:2]1[c:3]([CH2:4][c:5]2[c:6](=[O:18])[nH:7][c:8]3[c:9]([F:17])[cH:10][cH:11][c:12]([O:16][CH:27]([C:26]([O:25][CH3:24])=[O:30])[CH3:28])[c:13]3[c:14]2[CH3:15])[cH:19][cH:20][c:21]([Cl:23])[cH:22]1. The reactants are ClC1=CC(=C(/C=C/C(=O)OC)C=C1)NS(=O)(=O)C1=CC=CC=C1 (methyl trans 4-chloro-2-(phenylsulfonylamino)cinnamate), [N+](=O)([O-])C1=CC=C(C(CBr)=O)C=C1 (4-nitrophenacyl bromide). Product: COC(CC1=C(NC2=CC(=CC=C12)Cl)C(C1=CC=C(C=C1)[N+](=O)[O-])=O)=O (Methyl[6-chloro-2-(4-nitrobenzoyl)-1H-indol-3-yl]acetate). As a reaction SMILES: [Cl:1][C:2]1[CH:13]=[CH:12][C:5](/[CH:6]=[CH:7]/[C:8]([O:10][CH3:11])=[O:9])=[C:4]([NH:14]S(C2C=CC=CC=2)(=O)=O)[CH:3]=1.[N+:24]([C:27]1[CH:36]=[CH:35][C:30]([C:31](=[O:34])[CH2:32]Br)=[CH:29][CH:28]=1)([O-:26])=[O:25]>>[CH3:11][O:10][C:8](=[O:9])[CH2:7][C:6]1[C:5]2[C:4](=[CH:3][C:2]([Cl:1])=[CH:13][CH:12]=2)[NH:14][C:32]=1[C:31](=[O:34])[C:30]1[CH:29]=[CH:28][C:27]([N+:24]([O-:26])=[O:25])=[CH:36][CH:35]=1. Procedure: The title compound was prepared according to the procedure described in Example 57 from methyl trans 4-chloro-2-(phenylsulfonylamino)cinnamate (step 1 of Example 8, Method A) and 4-nitrophenacyl bromide.